This data is from the Open Reaction Database (ORD), a public repository of structured organic reaction records. The task is: describe an organic reaction: reactants, conditions, products, and yield The reactants are CN(C)C(C)O (dimethylamino-ethanol), C1(=CC=C(C=C1)S(=O)(=O)O)C (p-toluenesulphonic acid), NO (amino-alcohol), C([O-])([O-])=O.[Na+].[Na+] (sodium carbonate), petroleum ether ether, C(CCCCCCCCCCCC)C1OC=CC1 (2-tridecyl-2,3-dihydrofuran), S(=O)(=O)([O-])C1=CC=C(C)C=C1.[NH4+] (ammonium tosylate salt), dihydro. Run in C(Cl)(Cl)(Cl)Cl (carbon tetrachloride), C(Cl)(Cl)Cl.CO (chloroform methanol). Yields the product C(CCCCCCCCCCCC)C1OC(CC1)OCCN(C)C (2-tridecyl-5-dimethylaminoethoxytetrahydrofuran). RXN SMILES: [CH3:1][N:2]([CH:4](O)[CH3:5])[CH3:3].C1(C)C=CC(S(O)(=O)=[O:14])=CC=1.NO.S(C1C=CC(C)=CC=1)([O-])(=O)=O.[NH4+].[CH2:32]([CH:45]1[CH2:49][CH:48]=[CH:47][O:46]1)[CH2:33][CH2:34][CH2:35][CH2:36][CH2:37][CH2:38][CH2:39][CH2:40][CH2:41][CH2:42][CH2:43][CH3:44].C(=O)([O-])[O-].[Na+].[Na+]>C(Cl)(Cl)(Cl)Cl.C(Cl)(Cl)Cl.CO>[CH2:32]([CH:45]1[CH2:49][CH2:48][CH:47]([O:14][CH2:5][CH2:4][N:2]([CH3:3])[CH3:1])[O:46]1)[CH2:33][CH2:34][CH2:35][CH2:36][CH2:37][CH2:38][CH2:39][CH2:40][CH2:41][CH2:42][CH2:43][CH3:44] |f:3.4,6.7.8,10.11|. Procedure: A solution of 0.2 g (2.2 mmol) of dimethylamino-ethanol and 0.4 g (2.3 mmol) of dry p-toluenesulphonic acid in 50 ml of dry carbon tetrachloride was stirred at room temperature until all the amino-alcohol had been converted into its ammonium tosylate salt as determined by thin layer chromatography (chloroform:methanol 80:20 by volume). Then 0.5 g (2.mmol) of 2-tridecyl-2,3-dihydrofuran was added and the mixture was stirred in the same conditions until complete reaction of the dihydro compound as... Product: Cc1ccc(S(=O)(=O)OCCC2(O)CCc3cc(F)ccc3C2C(C)C)cc1. Reactants: CC(C)C1c2ccc(F)cc2CCC1(O)CCO, Cc1ccc(S(=O)(=O)Cl)cc1, c1ccncc1. RXN SMILES: [F:1][c:2]1[cH:3][c:4]2[c:9]([cH:10][cH:11]1)[CH:8]([CH:12]([CH3:13])[CH3:14])[C:7]([OH:15])([CH2:16][CH2:17][OH:18])[CH2:6][CH2:5]2.[c:19]1([CH3:29])[cH:20][cH:21][c:22]([S:25](=[O:26])(=[O:27])[Cl:28])[cH:23][cH:24]1.[cH:30]1[cH:31][cH:32][n:33][cH:34][cH:35]1>>[F:1][c:2]1[cH:3][c:4]2[c:9]([cH:10][cH:11]1)[CH:8]([CH:12]([CH3:13])[CH3:14])[C:7]([OH:15])([CH2:16][CH2:17][O:18][S:25]([c:22]1[cH:21][cH:20][c:19]([CH3:29])[cH:24][cH:23]1)(=[O:26])=[O:27])[CH2:6][CH2:5]2. The reactants are solution, COC(=O)CC1=CC=C(C=C1)CC(=O)O (4-(methoxycarbonylmethyl)phenylacetic acid). The solvent is O1CCCC1 (tetrahydrofuran), C(C)(=O)OCC (ethyl acetate), O1CCCC1 (tetrahydrofuran). Reaction conditions: time 2 hour. Product: OCCC1=CC=C(C=C1)CC(=O)OC (methyl 4-(2-hydroxyethyl)phenylacetate). RXN SMILES: [CH3:1][O:2][C:3]([CH2:5][C:6]1[CH:11]=[CH:10][C:9]([CH2:12][C:13](O)=[O:14])=[CH:8][CH:7]=1)=[O:4]>O1CCCC1.C(OCC)(=O)C>[OH:14][CH2:13][CH2:12][C:9]1[CH:10]=[CH:11][C:6]([CH2:5][C:3]([O:2][CH3:1])=[O:4])=[CH:7][CH:8]=1. Reported procedure: Borane-tetrahydrofuran complex (40 ml of a 1.0 molar solution in tetrahydrofuran) was added, dropwise over 10 minutes, to a solution of 4-(methoxycarbonylmethyl)phenylacetic acid (see U.S. Pat. No. 3,341,531) (7.7 g) in tetrahydrofuran (100 ml) at 0°. The mixture was allowed to warm to room temperature and stirred for 2 hours. The reaction was quenched by the addition of 2M hydrochloric acid (50 ml) then concentrated in vacuo. The residue was partitioned between dichloromethane (200 ml) and 2M h... Starting materials: N1C=CC2=CC=C(C=C12)B(O)O (1H-Indol-6-ylboronic acid), C([O-])([O-])=O.[K+].[K+] (potassium carbonate), BrC1=C(SC2=NC(=CC(=C21)NS(=O)(=O)C2=CC(=CC=C2)Cl)C)C (N-(3-bromo-2,6-dimethylthieno[2,3-b]pyridin-4-yl)-3-chlorobenzenesulfonamide). The reagents and catalysts are C=1C=CC(=CC1)[P](C=2C=CC=CC2)(C=3C=CC=CC3)[Pd]([P](C=4C=CC=CC4)(C=5C=CC=CC5)C=6C=CC=CC6)([P](C=7C=CC=CC7)(C=8C=CC=CC8)C=9C=CC=CC9)[P](C=1C=CC=CC1)(C=1C=CC=CC1)C=1C=CC=CC1 (tetrakis(triphenylphosphine)palladium(0)). Solvent: O (water), O1CCOCC1 (1,4-dioxane). Reaction conditions: temperature 120 celsius. Yields the product ClC=1C=C(C=CC1)S(=O)(=O)NC1=C2C(=NC(=C1)C)SC(=C2C2=CC=C1C=CNC1=C2)C (3-Chloro-N-[3-(1H-indol-6-yl)-2,6-dimethylthieno[2,3-b]pyridin-4-yl]benzenesulfonamide). The yield is 16.9%. RXN SMILES: Br[C:2]1[C:10]2[C:5](=[N:6][C:7]([CH3:22])=[CH:8][C:9]=2[NH:11][S:12]([C:15]2[CH:20]=[CH:19][CH:18]=[C:17]([Cl:21])[CH:16]=2)(=[O:14])=[O:13])[S:4][C:3]=1[CH3:23].[NH:24]1[C:32]2[C:27](=[CH:28][CH:29]=[C:30](B(O)O)[CH:31]=2)[CH:26]=[CH:25]1.C(=O)([O-])[O-].[K+].[K+]>O1CCOCC1.O.C1C=CC([P]([Pd]([P](C2C=CC=CC=2)(C2C=CC=CC=2)C2C=CC=CC=2)([P](C2C=CC=CC=2)(C2C=CC=CC=2)C2C=CC=CC=2)[P](C2C=CC=CC=2)(C2C=CC=CC=2)C2C=CC=CC=2)(C2C=CC=CC=2)C2C=CC=CC=2)=CC=1>[Cl:21][C:17]1[CH:16]=[C:15]([S:12]([NH:11][C:9]2[CH:8]=[C:7]([CH3:22])[N:6]=[C:5]3[S:4][C:3]([CH3:23])=[C:2]([C:30]4[CH:31]=[C:32]5[C:27]([CH:26]=[CH:25][NH:24]5)=[CH:28][CH:29]=4)[C:10]=23)(=[O:14])=[O:13])[CH:20]=[CH:19][CH:18]=1 |f:2.3.4,^1:52,54,73,92|. Reported procedure: Under nitrogen, N-(3-bromo-2,6-dimethylthieno[2,3-b]pyridin-4-yl)-3-chlorobenzenesulfonamide (Example 61) (16.6 mg, 0.038 mmol) was dissolved in 1,4-dioxane (0.6 mL) and water (0.2 mL). 1H-Indol-6-ylboronic acid (9.28 mg, 0.058 mmol), tetrakis(triphenylphosphine)palladium(0) (4.44 mg, 3.84 μmol) and potassium carbonate (10.63 mg, 0.077 mmol) were then added and the mixture heated in a microwave at 120° C. for 15 min. The crude mixture was purified by MDAP (acidic conditions) and then further pur... The reactants are Cc1cc([N+](=O)[O-])ccc1N, COc1ccc2c(c1)c(CC(=O)O)c(C)n2C(=O)c1ccc(Cl)cc1 (indomethacin). The reagents and catalysts are Cn1ccnc1 (1-Methylimidazole), CN(C)C(=[O+]c1c(F)c(F)c(F)c(F)c1F)N(C)C.F[P-](F)(F)(F)(F)F (PFTU). Run in C1CCOC1 (THF), C1CCOC1 (THF). Reaction conditions: temperature 25 celsius, time 24 hour. Yields the product COc1ccc2c(c1)c(CC(=O)Nc1ccc([N+](=O)[O-])cc1C)c(C)n2C(=O)c1ccc(Cl)cc1. Yield: 1.9%.